Dataset: the Open Reaction Database (ORD), a public repository of structured organic reaction records. Task: describe an organic reaction: reactants, conditions, products, and yield Reactants: CC1=C2C=C(NC2=CC=C1)C(=O)OCC (ethyl 4-methyl-1H-indole-2-carboxylate), CC1=C2C=C(N3C2=C(C=C1)C(CCCC3)=O)C(=O)OCC (Ethyl 5,6,7,8-tetrahydro-11-methyl-8-oxo-4H-azocino [3.2.1-hi]indole-2-carboxylate), BrN1C(CCC1=O)=O (N-bromosuccinimide), CC1=C2C=C(N3C2=C(C=C1)C(CCCC3)=O)C(=O)OCC (ethyl 5,6,7, 8-tetrahydro-11-methyl-8-oxo-4H-azocino[3.2.1-hi]indole-2-carboxylate), O (water). Reagents/catalysts: N(=NC(C#N)(C)C)C(C#N)(C)C (2,2'-azobisisobutyronitrile). Solvent: C(Cl)(Cl)(Cl)Cl (carbon tetrachloride). Yields the product BrCC1=C2C=C(N3C2=C(C=C1)C(CCCC3)=O)C(=O)OCC (ethyl 5,6,7,8-tetrahydro-11-bromomethyl-8-oxo-4H-azocino [3.2.1-hi]indole-2-carboxylate). Reaction SMILES: CC1C=CC=C2C=1C=C(C(OCC)=O)N2.[CH3:16][C:17]1[CH:25]=[CH:24][C:23]2[C:26](=[O:31])[CH2:27][CH2:28][CH2:29][CH2:30][N:21]3[C:22]=2[C:18]=1[CH:19]=[C:20]3[C:32]([O:34][CH2:35][CH3:36])=[O:33].[Br:37]N1C(=O)CCC1=O.O>C(Cl)(Cl)(Cl)Cl.N(C(C)(C)C#N)=NC(C)(C)C#N>[Br:37][CH2:16][C:17]1[CH:25]=[CH:24][C:23]2[C:26](=[O:31])[CH2:27][CH2:28][CH2:29][CH2:30][N:21]3[C:22]=2[C:18]=1[CH:19]=[C:20]3[C:32]([O:34][CH2:35][CH3:36])=[O:33]. Procedure details: In accordance with the process described in Example 22(a)-(c) except for using ethyl 4-methyl-1H-indole-2-carboxylate as a starting material, ethyl 5,6,7, 8-tetrahydro-11-methyl-8-oxo-4H-azocino[3.2.1-hi]indole-2-carboxylate (m.p. 98° C., recrystallized from isopropyl alcohol) was synthesized. Ethyl 5,6,7,8-tetrahydro-11-methyl-8-oxo-4H-azocino [3.2.1-hi]indole-2-carboxylate (2.50 g, 8.76 mmol) was then dissolved in carbon tetrachloride (80 ml) and N-bromosuccinimide (1.72 g, 9.64 mmol) and 2,2'... Reactants: ClC=1C(=C(C=CC1)O)C (3-chloro-2-methylphenol), OC=1C(=C(C(=O)O)C=CC1)C (3-hydroxy-2-methylbenzoic acid), C(C)(=O)OC=1C(=C(C(=O)O)C=CC1)C (3-acetoxy-2-methylbenzoic acid). The product is C(C1=CC=CC=C1)Cl (benzyl chloride), C(C1=CC=CC=C1)OC1=C(C(=CC=C1)Cl)C (2-benzyloxy-6-chlorotoluene). RXN SMILES: O[C:2]1[C:3]([CH3:11])=[C:4]([CH:8]=[CH:9][CH:10]=1)C(O)=O.C(O[C:16]1[C:17]([CH3:25])=[C:18]([CH:22]=[CH:23][CH:24]=1)C(O)=O)(=O)C.[Cl:26][C:27]1[C:28]([CH3:34])=[C:29]([OH:33])[CH:30]=[CH:31][CH:32]=1>>[CH2:11]([Cl:26])[C:3]1[CH:4]=[CH:8][CH:9]=[CH:10][CH:2]=1.[CH2:25]([O:33][C:29]1[CH:30]=[CH:31][CH:32]=[C:27]([Cl:26])[C:28]=1[CH3:34])[C:17]1[CH:18]=[CH:22][CH:23]=[CH:24][CH:16]=1. Procedure: This object is achieved by a process for the preparation of 3-hydroxy-2-methylbenzoic acid and 3-acetoxy-2-methylbenzoic acid, which comprises reacting 3-chloro-2-methylphenol (3) ##STR3## with benzyl chloride to give 2-benzyloxy-6-chlorotoluene (4) ##STR4## subjecting this to a Grignard reaction with magnesium to give (3-benzyloxy-2-methylphenyl)magnesium chloride (5) ##STR5## reacting this with CO2 to give 3-benzyloxy-2-methylbenzoic acid (6) ##STR6## hydrogenating this or its alkali metal sal... The reactants are CCOC(=O)C1CCCN(C(=O)c2ccccc2C)C1c1ccc(NC2CCCC2)cc1, Cc1ccccc1, Cc1ccc(N)cc1Cl, CC(Cl)Cl, ClCCl. The product is Cc1ccc(NC(=O)C2CCCN(C(=O)c3ccccc3C)C2c2ccc(NC3CCCC3)cc2)cc1Cl. As a reaction SMILES: [CH2:10]([O:12][C:13](=[O:11])[CH:15]1[CH:16]([c:30]2[cH:31][cH:32][c:33]([NH:36][CH:37]3[CH2:38][CH2:39][CH2:40][CH2:41]3)[cH:34][cH:35]2)[N:17]([C:21]([c:22]2[c:23]([CH3:28])[cH:24][cH:25][cH:26][cH:27]2)=[O:29])[CH2:18][CH2:19][CH2:20]1)[CH3:14].[CH3:42][c:43]1[cH:44][cH:45][cH:46][cH:47][cH:48]1.[Cl:1][c:2]1[cH:3][c:4]([NH2:9])[cH:5][cH:6][c:7]1[CH3:8].[Cl:49][CH:50]([Cl:51])[CH3:52].[Cl:53][CH2:54][Cl:55]>>[Cl:1][c:2]1[cH:3][c:4]([NH:9][C:13](=[O:12])[CH:15]2[CH:16]([c:30]3[cH:31][cH:32][c:33]([NH:36][CH:37]4[CH2:38][CH2:39][CH2:40][CH2:41]4)[cH:34][cH:35]3)[N:17]([C:21]([c:22]3[c:23]([CH3:28])[cH:24][cH:25][cH:26][cH:27]3)=[O:29])[CH2:18][CH2:19][CH2:20]2)[cH:5][cH:6][c:7]1[CH3:8]. Reactants: N (ammonia), B (Borane), solution, ClC=1C=C2C(=C(NC2=CC1)C#N)C1=C(C=CC=C1F)F (5-chloro-3-(2,6-difluorophenyl) indole-2-carbonitrile). Run in O1CCCC1 (tetrahydrofuran), O1CCCC1 (tetrahydrofuran). Reaction conditions: time 2 hour. Yields the product NCC=1NC2=CC=C(C=C2C1C1=C(C=CC=C1F)F)Cl (2-aminomethyl-5-chloro-3-(2,6-difluorophenyl)indole). Reaction SMILES: B.[Cl:2][C:3]1[CH:4]=[C:5]2[C:9](=[CH:10][CH:11]=1)[NH:8][C:7]([C:12]#[N:13])=[C:6]2[C:14]1[C:19]([F:20])=[CH:18][CH:17]=[CH:16][C:15]=1[F:21].N>O1CCCC1>[NH2:13][CH2:12][C:7]1[NH:8][C:9]2[C:5]([C:6]=1[C:14]1[C:19]([F:20])=[CH:18][CH:17]=[CH:16][C:15]=1[F:21])=[CH:4][C:3]([Cl:2])=[CH:11][CH:10]=2. Procedure: Borane in tetrahydrofuran (7 ml of a 1M solution) is added to a solution of 1 g (3.46 mmol) of 5-chloro-3-(2,6-difluorophenyl) indole-2-carbonitrile in 15 ml of dry tetrahydrofuran. The solution is stirred at room temperature for 2 hours and then refluxed for 1/2 and cooled to room temperature. 5 ml of 5N aqueous NCl is added dropwise and the mixture is refluxed for 20 minutes. The mixture is then poured onto a mixture of ice and aqueous 10 percent ammonia, and the precipitate is extracted with ...